From a dataset of the Open Reaction Database (ORD), a public repository of structured organic reaction records. describe an organic reaction: reactants, conditions, products, and yield The reactants are COC=1C=C2C(=NC=NC2=CC1OC)C1CCNCC1 (6,7-dimethoxy-4-piperidin-4-yl-quinazoline), C(C)OC1=CC=C(C=C1)N=C=O (1-ethoxy-4-isocyanato-benzene). Solvent: CN(C)C=O (DMF). The product is C(C)OC1=CC=C(C=C1)NC(=O)N1CCC(CC1)C1=NC=NC2=CC(=C(C=C12)OC)OC (4-(6,7-Dimethoxy-quinazolin-4-yl)-piperidine-1-carboxylic acid (4-ethoxy-phenyl)-amide). The yield is 20.2%. RXN SMILES: [CH3:1][O:2][C:3]1[CH:4]=[C:5]2[C:10](=[CH:11][C:12]=1[O:13][CH3:14])[N:9]=[CH:8][N:7]=[C:6]2[CH:15]1[CH2:20][CH2:19][NH:18][CH2:17][CH2:16]1.[CH2:21]([O:23][C:24]1[CH:29]=[CH:28][C:27]([N:30]=[C:31]=[O:32])=[CH:26][CH:25]=1)[CH3:22]>CN(C=O)C>[CH2:21]([O:23][C:24]1[CH:29]=[CH:28][C:27]([NH:30][C:31]([N:18]2[CH2:19][CH2:20][CH:15]([C:6]3[C:5]4[C:10](=[CH:11][C:12]([O:13][CH3:14])=[C:3]([O:2][CH3:1])[CH:4]=4)[N:9]=[CH:8][N:7]=3)[CH2:16][CH2:17]2)=[O:32])=[CH:26][CH:25]=1)[CH3:22]. Reported procedure: A solution of 6,7-dimethoxy-4-piperidin-4-yl-quinazoline (30 mg, 0.110 mmol), as prepared in Example 1d, in DMF (1 mL) was treated with 1-ethoxy-4-isocyanato-benzene (26.8 mg, 0.164 mmol) at RT overnight. The reaction was then partitioned between EtOAc (10 mL) and H2O (10 mL). The organic phase was dried over Na2SO4 and concentrated in vacuo. Purification by prep tlc (1:9 MeOH/DCM) afforded the title compound as a light brown solid (9.7 mg, 20%). 1H NMR (300 MHz, CDCl3) δ 9.09 (s, 1H), 7.41 (m, ... Reactants: CCOC(=O)CBr, CC(C)N(C(=O)c1ccc(OCCCCCOc2ccc(C#N)cc2)cc1O)c1ccccc1, CN(C)C=O, [H-], [Na+]. The product is CCOC(=O)COc1cc(OCCCCCOc2ccc(C#N)cc2)ccc1C(=O)N(c1ccccc1)C(C)C. As a reaction SMILES: [Br:37][CH2:38][C:39](=[O:40])[O:41][CH2:42][CH3:43].[C:1](#[N:2])[c:3]1[cH:4][cH:5][c:6]([O:7][CH2:8][CH2:9][CH2:10][CH2:11][CH2:12][O:13][c:14]2[cH:15][c:16]([OH:32])[c:17]([C:18](=[O:19])[N:20]([c:21]3[cH:22][cH:23][cH:24][cH:25][cH:26]3)[CH:27]([CH3:28])[CH3:29])[cH:30][cH:31]2)[cH:33][cH:34]1.[CH3:44][N:45]([CH3:46])[CH:47]=[O:48].[H-:35].[Na+:36]>>[C:1](#[N:2])[c:3]1[cH:4][cH:5][c:6]([O:7][CH2:8][CH2:9][CH2:10][CH2:11][CH2:12][O:13][c:14]2[cH:15][c:16]([O:32][CH2:38][C:39](=[O:40])[O:41][CH2:42][CH3:43])[c:17]([C:18](=[O:19])[N:20]([c:21]3[cH:22][cH:23][cH:24][cH:25][cH:26]3)[CH:27]([CH3:28])[CH3:29])[cH:30][cH:31]2)[cH:33][cH:34]1. The reactants are COC1=CC=C(C(C(=O)[O-])=C1)O.[Na+] (sodium 5-methoxysalicylate), [OH-].[Na+] (NaOH). Solvent: C=1(C(=CC=CC1)C)C (Xylene). Product: COC1=CC=C(C(C(=O)O)=C1)O (5-methoxysalicylic acid). As a reaction SMILES: [CH3:1][O:2][C:3]1[CH:11]=[C:7]([C:8]([O-:10])=[O:9])[C:6]([OH:12])=[CH:5][CH:4]=1.[Na+].[OH-].[Na+]>C1(C)C(C)=CC=CC=1>[CH3:1][O:2][C:3]1[CH:11]=[C:7]([C:8]([OH:10])=[O:9])[C:6]([OH:12])=[CH:5][CH:4]=1 |f:0.1,2.3|. Reported procedure: In a 200 ml four-necked flask were placed 29.79 g (0.240 mol) of 4-methoxyphenol, 2.05 g (0.018 mol) of DMi and 40 g of xylene, and the solution was heated 4 until reflux began. Afterward, azeotropic dehydration was carried out, while 4.41 g (0.054 mol) of a 49 wt % aqueous NaOH solution was added dropwise over 5 hours. Next, 20 g of xylene was added dropwise, and the solution was allowed to mature under the reflux for 2 hours. It was confirmed that a stoichiometric amount of water was distilled...